Dataset: the Open Reaction Database (ORD), a public repository of structured organic reaction records. Task: describe an organic reaction: reactants, conditions, products, and yield Reactants: COC1=CC=C(C=C1)[Mg]Br (4-methoxyphenyl magnesium bromide), [Br-].C1=CC=C2C=CC3=CC=CC4=CC=C1C2=C34 (Pyrene bromide), [Li]CCCC (n-BuLi), ClP(C1=CC=CC=C1)Cl (dichlorophenylphosphine), [H][H] (H—H). Run in C1CCOC1 (THF), C1CCOC1 (THF). Run at time 3 hour. Product: COC1=CC=C(C=C1)P(C1=CC=C2C=CC3=CC=CC4=CC=C1C2=C34)C3=CC=CC=C3 (4-methoxyphenylphenylpyrenylphosphine). The yield is 32.0%. Reaction SMILES: [Br-].[CH:2]1[C:15]2[C:16]3=[C:17]4[C:12](=[CH:13][CH:14]=2)[CH:11]=[CH:10][CH:9]=[C:8]4[CH:7]=[CH:6][C:5]3=[CH:4][CH:3]=1.[Li]CCCC.Cl[P:24](Cl)[C:25]1[CH:30]=[CH:29][CH:28]=[CH:27][CH:26]=1.[CH3:32][O:33][C:34]1[CH:39]=[CH:38][C:37]([Mg]Br)=[CH:36][CH:35]=1.[H][H]>C1COCC1>[CH3:32][O:33][C:34]1[CH:39]=[CH:38][C:37]([P:24]([C:25]2[CH:30]=[CH:29][CH:28]=[CH:27][CH:26]=2)[C:9]2[C:8]3[C:17]4=[C:16]5[C:5](=[CH:6][CH:7]=3)[CH:4]=[CH:3][CH:2]=[C:15]5[CH:14]=[CH:13][C:12]4=[CH:11][CH:10]=2)=[CH:36][CH:35]=1 |f:0.1|. Reported procedure: Pyrene bromide [IIa] (3.28 g, 15 mmol) was dissolved in 70 mL of THF, and n-BuLi (6.11 mL, 2.7 M, 16.5 mmol, 1.1 eq) was added dropwise to the solution at −78° C. over 15 minutes. The mixture was stirred for 3 hours. This reaction product was dropwise added over 15 minutes to dichlorophenylphosphine [IIIa] (2.03 mL, 15 mmol, 1 eq) dissolved in 6 mL of THF (−78° C.). After stirring overnight, 4-methoxyphenyl magnesium bromide [IVa] (45 mL, 0.5 M, 22.5 mmol, 1.5 eq) was dropwise added over 15 minu... RXN SMILES: [F:1]/[CH:2]=[C:3]1/[CH:4]=[C:5]2[C@:18]([CH3:21])([CH2:19][CH2:20]/1)[C@@H:17]1[C@H:8]([C@H:9]3[C@@:13]([CH2:15][CH2:16]1)([CH3:14])[C@@H:12]([OH:22])[CH2:11][CH2:10]3)[CH2:7][CH2:6]2.C1(=O)CCCCC1.CC([O-])C.CC([O-])C.CC([O-])C.[Al+3].C(C(C(C([O-])=O)O)O)([O-])=O.[Na+].[K+]>C1(C)C=CC=CC=1.ClCCl.O>[F:1]/[CH:2]=[C:3]1/[CH:4]=[C:5]2[C@:18]([CH3:21])([CH2:19][CH2:20]/1)[C@@H:17]1[C@H:8]([C@H:9]3[C@@:13]([CH2:15][CH2:16]1)([CH3:14])[C:12](=[O:22])[CH2:11][CH2:10]3)[CH2:7][CH2:6]2 |f:2.3.4.5,6.7.8|. The reactants are C1(CCCCC1)=O (cyclohexanone), CC(C)[O-].CC(C)[O-].CC(C)[O-].[Al+3] (aluminum triisopropylate), C(=O)([O-])C(O)C(O)C(=O)[O-].[Na+].[K+] (potassium sodium tartrate), F\C=C/1\C=C2CC[C@H]3[C@@H]4CC[C@@H]([C@@]4(C)CC[C@@H]3[C@]2(CC1)C)O ((E)-3-fluoromethylene-4-androsten-17-beta-ol). Reported procedure: 623 mg (E)-3-fluoromethylene-4-androsten-17-beta-ol is dissolved in 25 ml of toluene, mixed with 7 ml of cyclohexanone and three times with 300 mg of aluminum triisopropylate at 160° C. bath temperature on a water separator. After cooling, it is stirred with potassium sodium tartrate for 30 minutes at 60° C., diluted with dichloromethane, washed neutral, dried on sodium sulfate and concentrated. After chromatography on silica gel with hexane/ethyl acetate, 412 mg (E)-3-fluoromethylene-4-androste... Yield: 66.6%. Product: F\C=C/1\C=C2CC[C@H]3[C@@H]4CCC([C@@]4(C)CC[C@@H]3[C@]2(CC1)C)=O ((E)-3-fluoromethylene-4-androsten-17-one). The solvent is O (water), C1(=CC=CC=C1)C (toluene), ClCCl (dichloromethane). Reactants: C1(=CC=CC=C1)C1=NNC(O1)=O (5-phenyl-1,3,4-oxadiazol-2-one), OC1(C(C=C(CSC(N(CC)CC)=S)C=C1)C)C (N,N-diethyl-dithiocarbamic acid (4-hydroxy-3,4-dimethylbenzyl) ester), C(C)(C)O (isopropanol), [OH-].[Na+] (sodium hydroxide). Run in O (water). Conditions: temperature 60 celsius, time 9 hour. Product: CC=1C=C(CN2C(OC(=N2)C2=CC=CC=C2)=O)C=C(C1O)C (3-(3,5-Dimethyl-4-hydroxybenzyl)5-phenyl-1,3,4-oxadiazol-2-one). RXN SMILES: [C:1]1([C:7]2[O:11][C:10](=[O:12])[NH:9][N:8]=2)[CH:6]=[CH:5][CH:4]=[CH:3][CH:2]=1.[OH:13][C:14]1(C)[CH:28]=[CH:27][C:17]([CH2:18]SC(=S)N(CC)CC)=[CH:16][CH:15]1[CH3:29].[OH-].[Na+].[CH:33](O)(C)C>O>[CH3:33][C:28]1[CH:27]=[C:17]([CH:16]=[C:15]([CH3:29])[C:14]=1[OH:13])[CH2:18][N:9]1[N:8]=[C:7]([C:1]2[CH:2]=[CH:3][CH:4]=[CH:5][CH:6]=2)[O:11][C:10]1=[O:12] |f:2.3|. Procedure: 40.5 g of 5-phenyl-1,3,4-oxadiazol-2-one (.25 mol) and 71 g of N,N-diethyl-dithiocarbamic acid (4-hydroxy-3,4-dimethylbenzyl) ester (0.25 mol) are dissolved in 500 ml of isopropanol at 60°C. After dropwise addition of 10 g of sodium hydroxide in 100 ml of water, the mixture is stirred for 9 hours at 60°C. The solvent is then largely evaporated off, the yellow residue is dissolved in acetonitrile, insoluble matter is filtered off and the mother liquor is again evaporated. The residue, which cryst... The reactants are [I-].[K+] (potassium iodide), II (iodine), C1(=CC=CC=C1)N1C=CC2=CC=CC=C12 (N-Phenylindole), NC(=S)N (thiourea). Solvent: O (water), CO (methanol), C(C)O (ethanol). The product is I.C1(=CC=CC=C1)N1C=C(C2=CC=CC=C12)SC(N)=N (2-(1-phenylindol-3-yl)-2-thioisourea hydroiodide). Isolated yield 78.0%. Reaction SMILES: [C:1]1([N:7]2[C:15]3[C:10](=[CH:11][CH:12]=[CH:13][CH:14]=3)[CH:9]=[CH:8]2)[CH:6]=[CH:5][CH:4]=[CH:3][CH:2]=1.[NH2:16][C:17]([NH2:19])=[S:18].[I-:20].[K+].II>CO.C(O)C.O>[IH:20].[C:1]1([N:7]2[C:15]3[C:10](=[CH:11][CH:12]=[CH:13][CH:14]=3)[C:9]([S:18][C:17](=[NH:16])[NH2:19])=[CH:8]2)[CH:2]=[CH:3][CH:4]=[CH:5][CH:6]=1 |f:2.3,8.9|. Procedure: N-Phenylindole (28.95 g; 0.15M) and thiourea (11.4 g; 0.15M) were dissolved in a mixture of methanol (140 ml) and ethanol (100 ml) by rapid stirring at 20°. To this solution was added in four portions a solution of potassium iodide (52.5 g; 0.3M) and iodine (38.1 g; 0.15M) in water (60 ml) over 10 minutes. The solution was then stirred at 20° for 17 hours. The resulting heavy yellow precipitate of the crude product was filtered off, washed successively with isopropanol (3×200 ml), water (3×200 m... The reactants are COC1=CC(=CC=C1)N (m-anisidine), ClCCOCCCl (chloroethyl ether). Solvent: C1(=CC=CC=C1)C (toluene). The product is COC=1C=C(C=CC1)N1CCOCC1 (4-(3-methoxyphenyl)-morpholine). Yield: 77.1%. Reaction SMILES: [CH3:1][O:2][C:3]1[CH:8]=[CH:7][CH:6]=[C:5]([NH2:9])[CH:4]=1.Cl[CH2:11][CH2:12][O:13][CH2:14][CH2:15]Cl>C1(C)C=CC=CC=1>[CH3:1][O:2][C:3]1[CH:4]=[C:5]([N:9]2[CH2:15][CH2:14][O:13][CH2:12][CH2:11]2)[CH:6]=[CH:7][CH:8]=1. Reported procedure: A solution of m-anisidine (11.2 mL, 0.1 mol), chloroethyl ether (11.7 mL, 0.1 mol), and diisopropylethylarine (35 mL, 0.2 mol) in toluene (100 mL) was stirred at reflux for 72 h. The precipitate was removed by filtration and washed with toluene (100 mL). The combined toluene solutions were concentrated in vacuo and purified by distillation (120–130° C., 0.2 Torr) to afford the intermediate 4-(3-methoxyphenyl)-morpholine (14.9 g, 77%). The reactants are [BH4-], CO, [Na+], N#Cc1ccc2c(c1)CSCC2=O. The product is N#Cc1ccc2c(c1)CSCC2O. Reaction SMILES: [BH4-:14].[CH3:16][OH:17].[Na+:15].[O:1]=[C:2]1[CH2:3][S:4][CH2:5][c:6]2[cH:7][c:8]([C:12]#[N:13])[cH:9][cH:10][c:11]21>>[OH:1][CH:2]1[CH2:3][S:4][CH2:5][c:6]2[cH:7][c:8]([C:12]#[N:13])[cH:9][cH:10][c:11]21. Reactants: CS(=O)(=O)OCCCC1CCN(CC1)CCCOC1=CC=C(C=C1)C#N (3-{1-[3-(4-cyanophenoxy)propyl]-4-piperidinyl}propyl methanesulfonate), C([O-])([O-])=O.[K+].[K+] (potassium carbonate), C(#N)C1=CC=C(C=C1)O (4-cyanophenol), O (water). Run in CS(=O)C (dimethylsulfoxide). Reaction conditions: temperature 60 celsius, time 2 hour. Product: C(#N)C1=CC=C(OCCCC2CCN(CC2)CCCOC2=CC=C(C#N)C=C2)C=C1 (4-(3-{4-[3-(4-cyanophenoxy)propyl]-1-piperidinyl}propoxy)benzonitrile). The yield is 92.3%. RXN SMILES: CS([O:5][CH2:6][CH2:7][CH2:8][CH:9]1[CH2:14][CH2:13][N:12]([CH2:15][CH2:16][CH2:17][O:18][C:19]2[CH:24]=[CH:23][C:22]([C:25]#[N:26])=[CH:21][CH:20]=2)[CH2:11][CH2:10]1)(=O)=O.C(=O)([O-])[O-].[K+].[K+].[C:33]([C:35]1[CH:40]=[CH:39][C:38](O)=[CH:37][CH:36]=1)#[N:34].O>CS(C)=O>[C:33]([C:35]1[CH:40]=[CH:39][C:38]([O:5][CH2:6][CH2:7][CH2:8][CH:9]2[CH2:14][CH2:13][N:12]([CH2:15][CH2:16][CH2:17][O:18][C:19]3[CH:24]=[CH:23][C:22]([C:25]#[N:26])=[CH:21][CH:20]=3)[CH2:11][CH2:10]2)=[CH:37][CH:36]=1)#[N:34] |f:1.2.3|. Procedure details: Into a solution of 91.9 g of 3-{1-[3-(4-cyanophenoxy)propyl]-4-piperidinyl}propyl methanesulfonate in 460 mL of dimethylsulfoxide, 66.9 g of potassium carbonate and 28.8 g of 4-cyanophenol were added at room temperature, and the solution was stirred at 60° C. for 2 hours. To the reaction mixture, after being cooled down to room temperature, 640 mL of water was dropped over 20 min, and then the mixture was stirred at room temperature for 35 min, and under water cooling for 30 min. The solid matte...